This data is from the Open Reaction Database (ORD), a public repository of structured organic reaction records. The task is: describe an organic reaction: reactants, conditions, products, and yield Starting materials: [H-].[Na+] (Sodium hydride), C(C(C)C)C=1C=2N(C=C(N1)C1=CC=CC=C1)C(=NN2)CC(=O)OCC (ethyl 8-isobutyl-6-phenyl-1,2,4-triazolo[4,3-a]pyrazin-3-ylacetate), Cl.ClCC=1C=NC=CC1 (3-chloromethylpyridine hydrochloride), [H][H] (hydrogen), [H][H] (hydrogen), ice. The solvent is CN(C)C=O (DMF), CN(C)C=O (DMF). Reaction conditions: temperature 0 celsius, time 2 hour. Product: C(C(C)C)C=1C=2N(C=C(N1)C1=CC=CC=C1)C(=NN2)C(C(=O)OCC)CC=2C=NC=CC2 (ethyl 2-[8-isobutyl-6-phenyl-1,2,4-triazolo[4,3-a]pyrazin-3-yl]-3-(3-pyridyl)propionate). RXN SMILES: [H-].[Na+].[CH2:3]([C:7]1[C:8]2[N:9]([C:19]([CH2:22][C:23]([O:25][CH2:26][CH3:27])=[O:24])=[N:20][N:21]=2)[CH:10]=[C:11]([C:13]2[CH:18]=[CH:17][CH:16]=[CH:15][CH:14]=2)[N:12]=1)[CH:4]([CH3:6])[CH3:5].[H][H].Cl.Cl[CH2:32][C:33]1[CH:34]=[N:35][CH:36]=[CH:37][CH:38]=1>CN(C=O)C>[CH2:3]([C:7]1[C:8]2[N:9]([C:19]([CH:22]([CH2:32][C:33]3[CH:34]=[N:35][CH:36]=[CH:37][CH:38]=3)[C:23]([O:25][CH2:26][CH3:27])=[O:24])=[N:20][N:21]=2)[CH:10]=[C:11]([C:13]2[CH:18]=[CH:17][CH:16]=[CH:15][CH:14]=2)[N:12]=1)[CH:4]([CH3:6])[CH3:5] |f:0.1,4.5|. Reported procedure: Sodium hydride (202 mg) was added to a solution of ethyl 8-isobutyl-6-phenyl-1,2,4-triazolo[4,3-a]pyrazin-3-ylacetate (1.35 g) in DMF (10 ml) with stirring at 0° C. under an atmosphere of argon. When evolution of hydrogen had ceased (approximately 15 minutes), a solution of 3-chloromethylpyridine hydrochloride (722 mg) in DMF (5 ml) was added dropwise over 5 minutes. The mixture was stirred at 0° C. until hydrogen evolution ceased and then at ambient temperature for 2 hours. The mixture was adde... The product is COC(=O)C1=C(N(C(C(=C1)Br)=O)CC=1SC=CN1)C (5-Bromo-2-methyl-6-oxo-1-thiazol-2-ylmethyl-1,6-dihydro-pyridine-3-carboxylic acid methyl ester). Reported procedure: MeOH (60 mL) was added to a flask containing 4-{1-[(thiazol-2-ylmethyl)-amino]-ethylidene}-pent-2-enedioic acid dimethyl ester (2.12 g, 7.16 mmol). NaOMe solution (1.64 mL, 7.16 mmol, 4.375 M in MeOH) and N-bromosuccinimide (1.53 g, 8.59 mmol) were added, and the resulting mixture was refluxed for 1 h. After cooling to r.t., the solvent was evaporated in vacuo. Saturated NH4Cl was added, and the resulting mixture was extracted with CH2Cl2. The organic layer was dried over MgSO4 and concentrated.... Isolated yield 22.4%. Starting materials: COC(C=CC(C(=O)OC)=C(C)NCC=1SC=CN1)=O (4-{1-[(thiazol-2-ylmethyl)-amino]-ethylidene}-pent-2-enedioic acid dimethyl ester), C[O-].[Na+] (NaOMe), BrN1C(CCC1=O)=O (N-bromosuccinimide). RXN SMILES: C[O:2][C:3](=O)[CH:4]=[CH:5][C:6](=[C:11]([NH:13][CH2:14][C:15]1[S:16][CH:17]=[CH:18][N:19]=1)[CH3:12])[C:7]([O:9][CH3:10])=[O:8].C[O-].[Na+].[Br:24]N1C(=O)CCC1=O>CO>[CH3:10][O:9][C:7]([C:6]1[CH:5]=[C:4]([Br:24])[C:3](=[O:2])[N:13]([CH2:14][C:15]2[S:16][CH:17]=[CH:18][N:19]=2)[C:11]=1[CH3:12])=[O:8] |f:1.2|. Solvent: CO (MeOH). Yields the product CC(CN1C(=NC=2C=NC=3C=CC=CC3C21)CC)(O)C (α, α-Dimethyl-2-ethyl-1H-imidazo[4,5-c]quinoline-1-ethanol). Procedure details: A mixture containing 15.4 g (0.067 mol) of 1-[(3-amino-4-quinolinyl)amino]-2-methyl-2-propanol (U.S. Pat. No. 4,689,338 example 189) and 14.5 mL (0.07 mol) of triethyl orthopropionate was heated at about 165° C. for about 2 hours. The resulting solid was slurried in a mixture of ethyl acetate and ether, collected and dried to provide 15.2 g of a solid. This material was used without further purification. RXN SMILES: [NH2:1][C:2]1[CH:3]=[N:4][C:5]2[C:10]([C:11]=1[NH:12][CH2:13][C:14]([CH3:17])([OH:16])[CH3:15])=[CH:9][CH:8]=[CH:7][CH:6]=2.[C:18](OCC)(OCC)(OCC)[CH2:19][CH3:20]>C(OCC)(=O)C.CCOCC>[CH3:15][C:14]([CH3:17])([OH:16])[CH2:13][N:12]1[C:11]2[C:10]3[CH:9]=[CH:8][CH:7]=[CH:6][C:5]=3[N:4]=[CH:3][C:2]=2[N:1]=[C:18]1[CH2:19][CH3:20]. Run in C(C)(=O)OCC (ethyl acetate), CCOCC (ether). Isolated yield 84.2%. Starting materials: NC=1C=NC2=CC=CC=C2C1NCC(C)(O)C (1-[(3-amino-4-quinolinyl)amino]-2-methyl-2-propanol), C(CC)(OCC)(OCC)OCC (triethyl orthopropionate).